Dataset: the Open Reaction Database (ORD), a public repository of structured organic reaction records. Task: describe an organic reaction: reactants, conditions, products, and yield Yields the product Clc1nc2c(c(NC3CCOCC3)n1)SCC2. Starting materials: CCN(C(C)C)C(C)C, Clc1nc(Cl)c2c(n1)CCS2, NC1CCOCC1, C1COCCO1. As a reaction SMILES: [CH:12]([N:13]([CH:14]([CH3:15])[CH3:16])[CH2:17][CH3:18])([CH3:19])[CH3:20].[Cl:1][c:2]1[n:3][c:4]([Cl:11])[c:5]2[c:6]([n:7]1)[CH2:8][CH2:9][S:10]2.[NH2:21][CH:22]1[CH2:23][CH2:24][O:25][CH2:26][CH2:27]1.[O:28]1[CH2:29][CH2:30][O:31][CH2:32][CH2:33]1>>[Cl:1][c:2]1[n:3][c:4]([NH:21][CH:22]2[CH2:23][CH2:24][O:25][CH2:26][CH2:27]2)[c:5]2[c:6]([n:7]1)[CH2:8][CH2:9][S:10]2. Reactants: OCC=1C=C(C(=O)OC)C=CC1 (methyl 3-(hydroxymethyl)benzoate), C1(=CC=CC=C1)P(C1=CC=CC=C1)C1=CC=CC=C1 (triphenylphosphine), C(Br)(Br)(Br)Br (carbon tetrabromide). The solvent is C(Cl)Cl (methylene chloride). Conditions: time 1 hour. The product is BrCC=1C=C(C(=O)OC)C=CC1 (methyl 3-(bromomethyl)benzoate). Isolated yield 91.0%. As a reaction SMILES: O[CH2:2][C:3]1[CH:4]=[C:5]([CH:10]=[CH:11][CH:12]=1)[C:6]([O:8][CH3:9])=[O:7].C1(P(C2C=CC=CC=2)C2C=CC=CC=2)C=CC=CC=1.C(Br)(Br)(Br)[Br:33]>C(Cl)Cl>[Br:33][CH2:2][C:3]1[CH:4]=[C:5]([CH:10]=[CH:11][CH:12]=1)[C:6]([O:8][CH3:9])=[O:7]. Procedure details: 4.00 g of methyl 3-(hydroxymethyl)benzoate was dissolved in 80 mL of methylene chloride, to which 9.47 g of triphenylphosphine was added in small portions in an ice bath followed by addition of 12.00 g of carbon tetrabromide in small portions, and this solution was stirred for one hour at room temperature. The reaction mixture was concentrated under reduced pressure, and the resultant residue was purified by silica gel column chromatography [eluent; hexane:ethyl acetate=2:1] to yield 5.02 g of m...